This data is from the Open Reaction Database (ORD), a public repository of structured organic reaction records. The task is: describe an organic reaction: reactants, conditions, products, and yield As a reaction SMILES: C([N:3]([CH2:13][CH3:14])[C:4](=[O:12])[C:5]1[CH:10]=[CH:9][CH:8]=[CH:7][C:6]=1[CH3:11])C.[OH:15][CH:16]1[CH2:20][CH2:19][N:18]([CH2:21][CH2:22]CC#N)[CH2:17]1>>[OH:15][CH:16]1[CH2:20][CH2:19][N:18]([CH2:21][CH2:22][CH2:14][C:13]2[NH:3][C:4](=[O:12])[C:5]3[C:6]([CH:11]=2)=[CH:7][CH:8]=[CH:9][CH:10]=3)[CH2:17]1. Procedure: By the reaction in the same manner as in Example 1a, using N,N-diethyl-2-methylbenzamide (3.45 g) and 4-(3-hydroxypyrrolidin-1-yl)butyronitrile (1.5 g), 3-[3-(3-hydroxypyrrolidin-1-yl)propyl]-2H-isoquinolin-1-one (536.3 mg) was obtained. Reactants: C(C)N(C(C1=C(C=CC=C1)C)=O)CC (N,N-diethyl-2-methylbenzamide), OC1CN(CC1)CCCC#N (4-(3-hydroxypyrrolidin-1-yl)butyronitrile). Product: OC1CN(CC1)CCCC=1NC(C2=CC=CC=C2C1)=O (3-[3-(3-hydroxypyrrolidin-1-yl)propyl]-2H-isoquinolin-1-one). The yield is 20.2%. The reactants are C(#N)C=1C=C(C=CC1)C(=CC(=O)OC)C=CC1=CC=C(C=C1)C#N (methyl 3-(3-cyanophenyl)-5-(4-cyanophenyl)-2,4-pentadienoate). Run in C(C)(=O)OCC.C1CCOC1 (ethyl acetate THF). Reaction conditions: time 1 hour. Product: C(#N)C1=CC=C(C=C1)CCC(CC(=O)OC)C1=CC(=CC=C1)C#N (methyl 4-(cyano)-beta-[3-(cyano)phenyl]benzene pentanoate). Isolated yield 57.4%. Reaction SMILES: [C:1]([C:3]1[CH:4]=[C:5]([C:9]([CH:15]=[CH:16][C:17]2[CH:22]=[CH:21][C:20]([C:23]#[N:24])=[CH:19][CH:18]=2)=[CH:10][C:11]([O:13][CH3:14])=[O:12])[CH:6]=[CH:7][CH:8]=1)#[N:2]>C(OCC)(=O)C.C1COCC1>[C:23]([C:20]1[CH:21]=[CH:22][C:17]([CH2:16][CH2:15][CH:9]([C:5]2[CH:6]=[CH:7][CH:8]=[C:3]([C:1]#[N:2])[CH:4]=2)[CH2:10][C:11]([O:13][CH3:14])=[O:12])=[CH:18][CH:19]=1)#[N:24] |f:1.2|. Reported procedure: Part C. The methyl 3-(3-cyanophenyl)-5-(4-cyanophenyl)-2,4-pentadienoate (5) (0.328 gm, 1.04 mmol) was dissolved in ethyl acetate/THF (1:1) and was degassed with N2. A catalytic amount of 10% Pd on carbon was added and the flask was placed on a Parr shaker for 1 hour at 45 p.s.i. The contents of the flask are filtered through Celite and the filtrate was concentrated under vacuum. The residue was chromatographed on silica gel eluting ethyl acetate:hexanes (25:75, v:v) to give methyl 4-(cyano)-bet... Starting materials: C(C)OC(CNCC1=CC=CC=C1)=O (ethyl-N-(benzyl)glycinate), C(=O)(OCC1=CC=CC=C1)N[C@@H](C(C)C)C(=O)O (CBZ-L-Valine), C(C)(=O)OCC (ethyl acetate). Reagents/catalysts: CN(C1=CC=NC=C1)C (4-Dimethylaminopyridine). Run in C(Cl)Cl (CH2Cl2). Product: C(C)OC(CN(CC1=CC=CC=C1)C([C@@H](NC(=O)OCC1=CC=CC=C1)C(C)C)=O)=O (N-CBZ-L-Valyl-N-(benzyl)glycine ethyl ester). RXN SMILES: [C:1]([NH:11][C@H:12]([C:16]([OH:18])=O)[CH:13]([CH3:15])[CH3:14])([O:3][CH2:4][C:5]1[CH:10]=[CH:9][CH:8]=[CH:7][CH:6]=1)=[O:2].[CH2:19]([O:21][C:22](=[O:32])[CH2:23][NH:24][CH2:25][C:26]1[CH:31]=[CH:30][CH:29]=[CH:28][CH:27]=1)[CH3:20].C(OCC)(=O)C>C(Cl)Cl.CN(C)C1C=CN=CC=1>[CH2:19]([O:21][C:22](=[O:32])[CH2:23][N:24]([C:16](=[O:18])[C@H:12]([CH:13]([CH3:14])[CH3:15])[NH:11][C:1]([O:3][CH2:4][C:5]1[CH:6]=[CH:7][CH:8]=[CH:9][CH:10]=1)=[O:2])[CH2:25][C:26]1[CH:31]=[CH:30][CH:29]=[CH:28][CH:27]=1)[CH3:20]. Procedure details: CBZ-L-Valine (12.6g, 0.05mol) was dissolved in CH2Cl2 (250mL) and the following reagents were added in equal molar amounts in the stated order; 4-Dimethylaminopyridine (DMAP), ethyl-N-(benzyl)glycinate and WSCDI. The reaction mixture was allowed to stir at room temperature over night. Evaporation of the solvent yielded a viscous semisolid which was treated with ethyl acetate and then IN HCl and separated. The organic extract was washed with 1N HCl followed by 5% aqueous Na2CO3 and saturated aque... Reactants: N1CCOCC1 (Morpholine), N([C@@H](CC(OC(C)(C)C)=O)C(=O)O)C(=O)OCC1=CC=CC=C1.C1(=CC=CC2=CC=CC=C12)C[C@H](N)C(=O)O.N[C@@H](C(C)C)C(=O)OCC=C (Cbz-Asp(O-tBu) 3-(1-naphtyl)-L-alanine Val-OAllyl), [Sn] (tin). The reagents and catalysts are C=1C=CC(=CC1)[P](C=2C=CC=CC2)(C=3C=CC=CC3)[Pd]([P](C=4C=CC=CC4)(C=5C=CC=CC5)C=6C=CC=CC6)([P](C=7C=CC=CC7)(C=8C=CC=CC8)C=9C=CC=CC9)[P](C=1C=CC=CC1)(C=1C=CC=CC1)C=1C=CC=CC1 (Pd(PPh3)4). Run in C1CCOC1 (THF). Conditions: time 3 day. Product: N([C@@H](CC(OC(C)(C)C)=O)C(=O)O)C(=O)OCC1=CC=CC=C1.C1(=CC=CC2=CC=CC=C12)C[C@H](N)C(=O)O.N[C@@H](C(C)C)C(=O)O (Cbz-Asp(O-tBu) 3-(1-naphtyl)-L-alanine Val-OH). The yield is 58.4%. Reaction SMILES: [NH:1]([C:14]([O:16][CH2:17][C:18]1[CH:23]=[CH:22][CH:21]=[CH:20][CH:19]=1)=[O:15])[C@H:2]([C:11]([OH:13])=[O:12])[CH2:3][C:4](=[O:10])[O:5][C:6]([CH3:9])([CH3:8])[CH3:7].[C:24]1([CH2:34][C@@H:35]([C:37]([OH:39])=[O:38])[NH2:36])[C:33]2[C:28](=[CH:29][CH:30]=[CH:31][CH:32]=2)[CH:27]=[CH:26][CH:25]=1.[NH2:40][C@H:41]([C:45]([O:47]CC=C)=[O:46])[CH:42]([CH3:44])[CH3:43].N1CCOCC1.[Sn]>C1COCC1.C1C=CC([P]([Pd]([P](C2C=CC=CC=2)(C2C=CC=CC=2)C2C=CC=CC=2)([P](C2C=CC=CC=2)(C2C=CC=CC=2)C2C=CC=CC=2)[P](C2C=CC=CC=2)(C2C=CC=CC=2)C2C=CC=CC=2)(C2C=CC=CC=2)C2C=CC=CC=2)=CC=1>[NH:1]([C:14]([O:16][CH2:17][C:18]1[CH:23]=[CH:22][CH:21]=[CH:20][CH:19]=1)=[O:15])[C@H:2]([C:11]([OH:13])=[O:12])[CH2:3][C:4](=[O:10])[O:5][C:6]([CH3:9])([CH3:8])[CH3:7].[C:24]1([CH2:34][C@@H:35]([C:37]([OH:39])=[O:38])[NH2:36])[C:33]2[C:28](=[CH:29][CH:30]=[CH:31][CH:32]=2)[CH:27]=[CH:26][CH:25]=1.[NH2:40][C@H:41]([C:45]([OH:47])=[O:46])[CH:42]([CH3:44])[CH3:43] |f:0.1.2,7.8.9,^3:56,^1:66,68,87,106|. Procedure details: Cbz-Asp(O-tBu)-3-(1-naphtyl)-L-alanine-Val-OAllyl (0.312 g, 0.47 mmol) was dissolved in THF (13 mL) and rotary evaporated to dryness, the sample was then redissolved in THF (13 mL) and vacuum aspirated (3*1 min of aspiration), followed by replacement of the atmosphere with Argon. Pd(PPh3)4 (0.060 g, 0.11 eq) was added in one shot, the flask was then evacued with Argon. Morpholine (0.267 mL, 4.42 eq) was added and the flask covered with a tin foil. The mixture was kept under stirring for 3 days u... Starting materials: [O-]CC.[K+] (potassium ethoxide), 1L, CC(=O)C (acetone), C(CCC(=O)OCC)(=O)OCC (diethyl succinate), C(C)Br (ethylbromide), C(C)Br (ethylbromide), CC(=O)C (acetone). The solvent is C1(=CC=CC=C1)C (toluene), C1(=CC=CC=C1)C (toluene), C1(=CC=CC=C1)C (toluene), O (water), C1(=CC=CC=C1)C (toluene). Conditions: temperature 60 celsius, time 1 hour. The product is C(C)(C)=C(C(=O)OCC)C(C(=O)OCC)=C(C)C (2,3-diisopropylidene succinic acid, diethyl ester). The yield is 77.0%. Reaction SMILES: [CH3:1][C:2]([CH3:4])=O.[C:5]([O:14][CH2:15][CH3:16])(=[O:13])[CH2:6][CH2:7][C:8]([O:10][CH2:11][CH3:12])=[O:9].[O-][CH2:18][CH3:19].[K+].[CH2:21](Br)C>C1(C)C=CC=CC=1.O>[C:2](=[C:6]([C:7](=[C:18]([CH3:19])[CH3:21])[C:8]([O:10][CH2:11][CH3:12])=[O:9])[C:5]([O:14][CH2:15][CH3:16])=[O:13])([CH3:4])[CH3:1] |f:2.3|. Reported procedure: In a 1L jacketed reactor 264 mmol of acetone and 240 mmol of diethyl succinate were added to a mixture of 480 mmol of N,N-dimethylformanlide and 160 ml of toluene (solution A). In another 250 mL round bottom flask 240 mmol of potassium ethoxide were suspended in 60 mL of toluene (suspension B). The stirred suspension B was then added to solution A in 15 minutes at 60° C. The obtained mixture is stirred one hour at 60° C. Then, at 60° C, 276 mmol of ethylbromide were added dropwise in 15 minutes ... Starting materials: BrC1=C(C(=O)O)C=CC=C1 (2-bromobenzoic acid), [Li]CCCC (n-BuLi), C(C1=CC=CC=C1)N1CCC(CC1)=O (N-benzylpiperdine-4-one). Run in C1CCOC1 (THF), C1CCOC1 (THF). Conditions: time 30 minute. Yields the product C(C1=CC=CC=C1)N1CCC2(CC1)OC(C1=CC=CC=C12)=O (1′-benzyl-3H-spiro[isobenzofuran-1,4′-piperidin]-3-one). Isolated yield 20.5%. RXN SMILES: Br[C:2]1[CH:10]=[CH:9][CH:8]=[CH:7][C:3]=1[C:4]([OH:6])=[O:5].[Li]CCCC.[CH2:16]([N:23]1[CH2:28][CH2:27][C:26](=O)[CH2:25][CH2:24]1)[C:17]1[CH:22]=[CH:21][CH:20]=[CH:19][CH:18]=1>C1COCC1>[CH2:16]([N:23]1[CH2:28][CH2:27][C:26]2([C:2]3[C:3](=[CH:7][CH:8]=[CH:9][CH:10]=3)[C:4](=[O:5])[O:6]2)[CH2:25][CH2:24]1)[C:17]1[CH:22]=[CH:21][CH:20]=[CH:19][CH:18]=1. Procedure: A solution of 2-bromobenzoic acid (20.12 g, 0.1 mol) in THF (200 mL) was treated dropwise with n-BuLi (2.5 M, 80 mL) at −78° C. The mixture was stirred at this temperature for 30 min, followed by dropwise addition of a solution of N-benzylpiperdine-4-one (26 g, 137 mmol) in THF (100 mL). The resulting mixture was stirred at −78° C. for 30 min, and was then allowed to warm to room temperature and stirred overnight. The reaction was quenched with water (100 mL) and the resulting mixture was washed... Starting materials: Cl (hydrochloric acid), S[C@H](C(=O)N1[C@@H](CCC1)C(=O)O)C ((2S)-1-[(2S)-2-Mercaptopropanoyl]-2-pyrrolidinecarboxylic acid), C([O-])([O-])=O.[K+].[K+] (potassium carbonate), BrC(C(=O)O)CCC1=CC=CC=C1 (2-bromo-4-phenylbutanoic acid). The solvent is O (water). Reaction conditions: time 8 hour. The product is C(=O)(O)C(CCC1=CC=CC=C1)S[C@H](C(=O)N1[C@@H](CCC1)C(=O)O)C ((2S)-1-[(2S)-2-[(1-Carboxy-3-phenylpropyl)thio]propanoyl]-2-pyrrolidinecarboxylic acid). The yield is 64.0%. Reaction SMILES: [SH:1][C@@H:2]([CH3:13])[C:3]([N:5]1[CH2:9][CH2:8][CH2:7][C@H:6]1[C:10]([OH:12])=[O:11])=[O:4].C(=O)([O-])[O-].[K+].[K+].Br[CH:21]([CH2:25][CH2:26][C:27]1[CH:32]=[CH:31][CH:30]=[CH:29][CH:28]=1)[C:22]([OH:24])=[O:23].Cl>O>[C:22]([CH:21]([S:1][C@@H:2]([CH3:13])[C:3]([N:5]1[CH2:9][CH2:8][CH2:7][C@H:6]1[C:10]([OH:12])=[O:11])=[O:4])[CH2:25][CH2:26][C:27]1[CH:32]=[CH:31][CH:30]=[CH:29][CH:28]=1)([OH:24])=[O:23] |f:1.2.3|. Reported procedure: (2S)-1-[(2S)-2-Mercaptopropanoyl]-2-pyrrolidinecarboxylic acid (2.0 g), potassium carbonate (2.8 g) and 2-bromo-4-phenylbutanoic acid (2.9 g) were dissolved in water (40 ml), and stirred overnight at room temperature. The reaction mixture was acidified with 6N hydrochloric acid, and extracted with ethyl acetate. The organic layer was washed with saturated sodium chloride solution, dried over anhydrous magnesium sulfate, and concentrated in vacuo. The residual oil was purified by silica gel colum...